Dataset: the Open Reaction Database (ORD), a public repository of structured organic reaction records. Task: describe an organic reaction: reactants, conditions, products, and yield The reactants are CC(C)O, O=C(O)C1Cc2c([nH]c3ccccc23)CN1C(=S)SCc1ccc(Cl)cc1, O=S(Cl)Cl. Product: CC(C)OC(=O)C1Cc2c([nH]c3ccccc23)CN1C(=S)SCc1ccc(Cl)cc1. As a reaction SMILES: [CH:32]([CH3:33])([CH3:34])[OH:35].[Cl:1][c:2]1[cH:3][cH:4][c:5]([CH2:6][S:7][C:8](=[S:9])[N:10]2[CH2:11][c:12]3[nH:13][c:14]4[cH:15][cH:16][cH:17][cH:18][c:19]4[c:20]3[CH2:21][CH:22]2[C:23](=[O:24])[OH:25])[cH:26][cH:27]1.[S:28]([Cl:29])([Cl:30])=[O:31]>>[Cl:1][c:2]1[cH:3][cH:4][c:5]([CH2:6][S:7][C:8](=[S:9])[N:10]2[CH2:11][c:12]3[nH:13][c:14]4[cH:15][cH:16][cH:17][cH:18][c:19]4[c:20]3[CH2:21][CH:22]2[C:23](=[O:24])[O:25][CH:32]([CH3:33])[CH3:34])[cH:26][cH:27]1. Starting materials: ClC1=CC(=C(C=C1)I)Cl (1,3-dichloro4-iodobenzene), C(C)Br (ethyl bromide), [NH4+].[Cl-] (NH4Cl), C(C#CCO)O (2-butin-1,4-diol), [Mg] (magnesium), C(C)Br (ethyl bromide), C[Mg]Cl (methyl magnesium chloride). Solvent: CCOCC (ether), C1CCOC1 (THF), C1CCOC1 (THF), C(C)OCC (ethyl ether). Reaction conditions: temperature 0 celsius, time 2 hour. The product is ( E ), ClC1=C(C=CC(=C1)Cl)C(C=CCO)O ((2,4dichlorophenyl)-2-buten-1,4-diol). Isolated yield 7.0%. As a reaction SMILES: [Mg].C(Br)C.[Cl:5][C:6]1[CH:11]=[CH:10][C:9](I)=[C:8]([Cl:13])[CH:7]=1.C[Mg]Cl.[CH2:17]([OH:22])[C:18]#[C:19][CH2:20][OH:21].[NH4+].[Cl-]>C(OCC)C.C1COCC1>[Cl:13][C:8]1[CH:7]=[C:6]([Cl:5])[CH:11]=[CH:10][C:9]=1[CH:17]([OH:22])[CH:18]=[CH:19][CH2:20][OH:21] |f:5.6|. Procedure details: A suspension under nitrogen of magnesium (0.8 g; 32.7 mmoles) in ethyl ether (17 ml) kept at 20° C. under stirring, was added with ethyl bromide (25 mg). After 15 minutes a solution of 1,3-dichloro4-iodobenzene (5.95 g; 21.8 mmoles) and ethyl bromide (25 mg) in dry ether (13 ml) was dropwise added (about 1 hour) keeping the temperature at 15-20° C. At the end of the dropping the suspension was kept at 15-20° C. for 2 hours more. The magnesium in excess was removed and the obtained solution was d... Reactants: C1CC(C=2C=CC=C3SC=4C=CC=CC4N1C23)=O (1,2-dihydro-3H-pyrido[3,2,1-kl]phenothiazin-3-one), N1=CC(=CC=C1)C=O (pyridine-3-aldehyde). The product is N1=CC(=CC=C1)CC=1C(C=2C=CC=C3SC=4C=CC=CC4N(C23)C1)=O (2-(3-pyridylmethyl)-3H-pyrido[3,2,1-kl]phenothiazin-3-one). Isolated yield 83.0%. As a reaction SMILES: [CH2:1]1[N:16]2[C:17]3[C:8]([S:9][C:10]4[CH:11]=[CH:12][CH:13]=[CH:14][C:15]=42)=[CH:7][CH:6]=[CH:5][C:4]=3[C:3](=[O:18])[CH2:2]1.[N:19]1[CH:24]=[CH:23][CH:22]=[C:21]([CH:25]=O)[CH:20]=1>>[N:19]1[CH:24]=[CH:23][CH:22]=[C:21]([CH2:25][C:2]2[C:3](=[O:18])[C:4]3[CH:5]=[CH:6][CH:7]=[C:8]4[C:17]=3[N:16]([CH:1]=2)[C:15]2[CH:14]=[CH:13][CH:12]=[CH:11][C:10]=2[S:9]4)[CH:20]=1. Procedure: According to Example 1<step 4>, 1,2-dihydro-3H-pyrido[3,2,1-kl]phenothiazin-3-one (20 mg) prepared by the procedure described in literature( J. Heterocycl. Chem., 29, 675 (1992)) was reacted with pyridine-3-aldehyde (12 μl) to obtain the title compound (17 mg; 83%). The chemical structure thereof is shown below. Starting materials: [C-]#N.[Na+] (Sodium cyanide), NC1=CC=C(C(=O)O)C=C1 (4-aminobenzoic acid), C1(CCC1)=O (cyclobutanone). Solvent: C(C)(=O)O (acetic acid). Reaction conditions: time 15 hour. Product: C(#N)C1(CCC1)NC1=CC=C(C(=O)O)C=C1 (4-(1-cyanocyclobutylamino)benzoic acid). Yield: 98.5%. Reaction SMILES: [C-:1]#[N:2].[Na+].[NH2:4][C:5]1[CH:13]=[CH:12][C:8]([C:9]([OH:11])=[O:10])=[CH:7][CH:6]=1.[C:14]1(=O)[CH2:17][CH2:16][CH2:15]1>C(O)(=O)C>[C:1]([C:14]1([NH:4][C:5]2[CH:13]=[CH:12][C:8]([C:9]([OH:11])=[O:10])=[CH:7][CH:6]=2)[CH2:17][CH2:16][CH2:15]1)#[N:2] |f:0.1|. Reported procedure: Sodium cyanide (0.245 g, 5 mmol) was added to a mixture of 4-aminobenzoic acid (0.274 g, 2 mmol) and cyclobutanone (0.21 g, 3 mmol) in 90% acetic acid (4.5 ml). The reaction mixture was stirred at room temperature for 15 hours. The mixture was washed with aqueous HCl (pH 2) and extracted with ethyl acetate. The organic layer was dried over magnesium sulfate and concentrated to dryness under vacuum to yield 4-(1-cyanocyclobutylamino)benzoic acid (51a) (0.426 g, 1.97 mmol, 99%) as a white solid. Starting materials: C(CCCCCCCC)N (nonylamine), C(CCCC)(=O)Cl (valeroyl chloride). Solvent: C(C)OCC (diethyl ether). Product: C(CCCCCCCC)NC(CCCC)=O (N-nonyl-valeric acid amide). RXN SMILES: [CH2:1]([NH2:10])[CH2:2][CH2:3][CH2:4][CH2:5][CH2:6][CH2:7][CH2:8][CH3:9].[C:11](Cl)(=[O:16])[CH2:12][CH2:13][CH2:14][CH3:15]>C(OCC)C>[CH2:1]([NH:10][C:11](=[O:16])[CH2:12][CH2:13][CH2:14][CH3:15])[CH2:2][CH2:3][CH2:4][CH2:5][CH2:6][CH2:7][CH2:8][CH3:9]. Reported procedure: 2 mole nonylamine are reacted with 1 mole valeroyl chloride in diethyl ether, the suspension is filtered off with suction, the filtrate is evaporated and N-nonyl-valeric acid amide is thus obtained quantitatively; m.p. 29°-31° C. Reduction with 1.65 mole lithium aluminium hydride in diethyl ether gives a colourless oil in a yield of 78% of theory; b.p. 142°-146° C./16 mm.Hg. The addition of this N-nonyl-N-pentylamine to methyl acrylate (oil; yield 96% of theory) and subsequent saponification wit... Reactants: [Al+3], C1CCOC1, Cl, [H-], [H-], [H-], [H-], [Li+], Cc1ncc([N+](=O)[O-])cc1Nc1nccc(-c2cccnc2)n1. Product: Cc1ncc(N)cc1Nc1nccc(-c2cccnc2)n1. RXN SMILES: [Al+3:25].[CH2:31]1[O:32][CH2:33][CH2:34][CH2:35]1.[ClH:30].[H-:24].[H-:27].[H-:28].[H-:29].[Li+:26].[N+:1]([O-:2])(=[O:3])[c:4]1[cH:5][c:6]([NH:11][c:12]2[n:13][cH:14][cH:15][c:16](-[c:18]3[cH:19][n:20][cH:21][cH:22][cH:23]3)[n:17]2)[c:7]([CH3:10])[n:8][cH:9]1>>[NH2:1][c:4]1[cH:5][c:6]([NH:11][c:12]2[n:13][cH:14][cH:15][c:16](-[c:18]3[cH:19][n:20][cH:21][cH:22][cH:23]3)[n:17]2)[c:7]([CH3:10])[n:8][cH:9]1.